From a dataset of the Open Reaction Database (ORD), a public repository of structured organic reaction records. describe an organic reaction: reactants, conditions, products, and yield Reactants: C(#N)C=C(C)C1C2CCC(C1C=C(C)C)C2 (2-(1-cyanoprop-1-en-2-yl)-3-(2-methylprop-1-en-1-yl)-bicyclo[2.2.1]heptane), [H][H] (hydrogen). The reagents and catalysts are [Pd] (palladium on carbon). The solvent is C(C)(=O)OCC (ethyl acetate). Reaction conditions: time 5 hour. Product: C(#N)CC(C)C1C2CCC(C1CC(C)C)C2 (2-(1-Cyanoprop-2-yl)-3-(2-methylpropyl)-bicyclo[2.2.1]heptane). Reaction SMILES: [C:1]([CH:3]=[C:4]([CH:6]1[CH:11]([CH:12]=[C:13]([CH3:15])[CH3:14])[CH:10]2[CH2:16][CH:7]1[CH2:8][CH2:9]2)[CH3:5])#[N:2].[H][H]>C(OCC)(=O)C.[Pd]>[C:1]([CH2:3][CH:4]([CH:6]1[CH:11]([CH2:12][CH:13]([CH3:15])[CH3:14])[CH:10]2[CH2:16][CH:7]1[CH2:8][CH2:9]2)[CH3:5])#[N:2]. Reported procedure: A solution of 30.6 g (0.14 mole) of 2-(1-cyanoprop-1-en-2-yl)-3-(2-methylprop-1-en-1-yl)-bicyclo[2.2.1]heptane in 100 ml of ethyl acetate was stirred together with 800 mg of 10% palladium on carbon at 90° C. in a hydrogen atmosphere under 90 bar, until the pressure remained constant for 5 hours.